Dataset: the Open Reaction Database (ORD), a public repository of structured organic reaction records. Task: describe an organic reaction: reactants, conditions, products, and yield Starting materials: COc1ccc(CBr)c2ccccc12, CN(C)C=O. Yields the product COc1cccc2ccccc12. Reaction SMILES: [Br:1][CH2:2][c:3]1[cH:4][cH:5][c:6]([O:13][CH3:14])[c:7]2[cH:8][cH:9][cH:10][cH:11][c:12]12.[O:15]=[CH:16][N:17]([CH3:18])[CH3:19]>>[cH:3]1[cH:4][cH:5][c:6]([O:13][CH3:14])[c:7]2[cH:8][cH:9][cH:10][cH:11][c:12]12. The reactants are [F-].C(CCC)[N+](CCCC)(CCCC)CCCC (Tetrabutylammonium fluoride), [Si](C)(C)(C(C)(C)C)O[C@@H]([C@H](C)NC(OCC1=CC=CC=C1)=O)C1=NN=NN1C (benzyl [(1S,2S)-2-{[tert-butyl(dimethyl)silyl]oxy}-1-methyl-2-(1-methyl-1H-tetrazol-5-yl)ethyl]carbamate), [Si](C)(C)(C(C)(C)C)O[C@@H]([C@H](C)NC(OCC1=CC=CC=C1)=O)C=1N=NN(N1)C (benzyl [(1S,2S)-2-{[tert-butyl(dimethyl)silyl]oxy}-1-methyl-2-(2-methyl-2H-tetrazol-5-yl)ethyl]carbamate). Solvent: C1CCOC1 (THF), [NH4+].[Cl-] (NH4Cl). Conditions: temperature 0 celsius, time 2 hour. The product is O[C@@H]([C@H](C)NC(OCC1=CC=CC=C1)=O)C=1N=NN(N1)C (benzyl [(1S,2S)-2-hydroxy-1-methyl-2-(2-methyl-2H-tetrazol-5-yl)ethyl]carbamate), O[C@@H]([C@H](C)NC(OCC1=CC=CC=C1)=O)C1=NN=NN1C (benzyl [(1S,2S)-2-hydroxy-1-methyl-2-(1-methyl-1H-tetrazol-5-yl)ethyl]carbamate). Reaction SMILES: [F-].C([N+](CCCC)(CCCC)CCCC)CCC.[Si]([O:26][C@H:27]([C:41]1[N:45]([CH3:46])[N:44]=[N:43][N:42]=1)[C@@H:28]([NH:30][C:31](=[O:40])[O:32][CH2:33][C:34]1[CH:39]=[CH:38][CH:37]=[CH:36][CH:35]=1)[CH3:29])(C(C)(C)C)(C)C.[Si]([O:54][C@H:55]([C:69]1[N:70]=[N:71][N:72]([CH3:74])[N:73]=1)[C@@H:56]([NH:58][C:59](=[O:68])[O:60][CH2:61][C:62]1[CH:67]=[CH:66][CH:65]=[CH:64][CH:63]=1)[CH3:57])(C(C)(C)C)(C)C>C1COCC1.[NH4+].[Cl-]>[OH:54][C@H:55]([C:69]1[N:70]=[N:71][N:72]([CH3:74])[N:73]=1)[C@@H:56]([NH:58][C:59](=[O:68])[O:60][CH2:61][C:62]1[CH:67]=[CH:66][CH:65]=[CH:64][CH:63]=1)[CH3:57].[OH:26][C@H:27]([C:41]1[N:45]([CH3:46])[N:44]=[N:43][N:42]=1)[C@@H:28]([NH:30][C:31](=[O:40])[O:32][CH2:33][C:34]1[CH:39]=[CH:38][CH:37]=[CH:36][CH:35]=1)[CH3:29] |f:0.1,5.6|. Reported procedure: Tetrabutylammonium fluoride (1M, in THF, 177 μL, 0.177 mmol) was added dropwise to a stirred solution of benzyl [(1S,2S)-2-{[tert-butyl(dimethyl)silyl]oxy}-1-methyl-2-(1-methyl-1H-tetrazol-5-yl)ethyl]carbamate and benzyl [(1S,2S)-2-{[tert-butyl(dimethyl)silyl]oxy}-1-methyl-2-(2-methyl-2H-tetrazol-5-yl)ethyl]carbamate (2:1 mixture of regioisomers, 65.2 mg, 0.161 mmol) in THF (2 mL) at 0° C. The reaction was stirred for 2 h at 0° C., diluted with saturated NH4Cl (10 mL) and extracted with EtOAc (3...